From a dataset of the Open Reaction Database (ORD), a public repository of structured organic reaction records. describe an organic reaction: reactants, conditions, products, and yield Reactants: CCS(=O)(=O)Cl, CCN(C(C)C)C(C)C, CC(C)(C)OC(=O)N1CC(c2nc(-c3ccc(F)c(NC(=O)c4cnc5ccccn45)c3)no2)C1, O=C(O)C(F)(F)F. The product is CCS(=O)(=O)N1CC(c2nc(-c3ccc(F)c(NC(=O)c4cnc5ccccn45)c3)no2)C1. RXN SMILES: [CH2:45]([CH3:46])[S:47](=[O:48])(=[O:49])[Cl:50].[CH:36]([N:37]([CH2:38][CH3:39])[CH:40]([CH3:41])[CH3:42])([CH3:43])[CH3:44].[F:1][c:2]1[c:3]([NH:24][C:25](=[O:26])[c:27]2[cH:28][n:29][c:30]3[n:31]2[cH:32][cH:33][cH:34][cH:35]3)[cH:4][c:5](-[c:8]2[n:9][o:10][c:11]([CH:13]3[CH2:14][N:15]([C:17]([O:18][C:19]([CH3:20])([CH3:21])[CH3:22])=[O:23])[CH2:16]3)[n:12]2)[cH:6][cH:7]1.[F:51][C:52]([F:53])([F:54])[C:55]([OH:56])=[O:57]>>[F:1][c:2]1[c:3]([NH:24][C:25](=[O:26])[c:27]2[cH:28][n:29][c:30]3[n:31]2[cH:32][cH:33][cH:34][cH:35]3)[cH:4][c:5](-[c:8]2[n:9][o:10][c:11]([CH:13]3[CH2:14][N:15]([S:47]([CH2:45][CH3:46])(=[O:48])=[O:49])[CH2:16]3)[n:12]2)[cH:6][cH:7]1.